Dataset: the Open Reaction Database (ORD), a public repository of structured organic reaction records. Task: describe an organic reaction: reactants, conditions, products, and yield Reactants: NC1=C(C(=O)N)C(=CC(=C1)OC)OC (2-amino-4,6-dimethoxy-benzamide), BrC=1C=C(C=O)C=CC1 (3-bromo-benzaldehyde), O.C1(=CC=C(C=C1)S(=O)(=O)O)C (p-toluenesulfonic acid monohydrate), OS(=O)[O-].[Na+] (NaHSO3). Solvent: CN(C(C)=O)C (N,N-dimethylacetamide). Conditions: temperature 120 celsius. Product: BrC=1C=C(C=CC1)C1=NC2=CC(=CC(=C2C(N1)=O)OC)OC (2-(3-bromo-phenyl)-5,7-dimethoxy-3H-quinazolin-4-one). Isolated yield 87.9%. Reaction SMILES: [NH2:1][C:2]1[CH:10]=[C:9]([O:11][CH3:12])[CH:8]=[C:7]([O:13][CH3:14])[C:3]=1[C:4]([NH2:6])=[O:5].[Br:15][C:16]1[CH:17]=[C:18]([CH:21]=[CH:22][CH:23]=1)[CH:19]=O.OS([O-])=O.[Na+].O.C1(C)C=CC(S(O)(=O)=O)=CC=1>CN(C)C(=O)C>[Br:15][C:16]1[CH:17]=[C:18]([C:19]2[NH:6][C:4](=[O:5])[C:3]3[C:2](=[CH:10][C:9]([O:11][CH3:12])=[CH:8][C:7]=3[O:13][CH3:14])[N:1]=2)[CH:21]=[CH:22][CH:23]=1 |f:2.3,4.5|. Reported procedure: To a solution of 2-amino-4,6-dimethoxy-benzamide (0.5 g, 2.55 mmol) in N,N-dimethylacetamide (30 mL) was added 3-bromo-benzaldehyde (0.32 mL, 2.80 mmol) followed by NaHSO3 (0.39 g, 3.82 mmol) and p-toluenesulfonic acid monohydrate (0.24 g, 1.27 mmol). The reaction was heated at 120° C. for 20 h. After that time it was cooled to room temperature (rt), concentrated under reduced pressure and diluted with water. The precipitated solids were collected by filtration, washed with water and dried under... Reactants: ON1C(C=NC2=C3C=CC=NC3=CC=C21)C(=O)OCC (ethyl 4-hydroxy-pyrazino[2,3-f]quinoline-3-carboxylate), Cl (hydrochloric acid). Run in [OH-].[K+] (potassium hydroxide). Yields the product ON1C(C=NC2=C3C=CC=NC3=CC=C21)C(=O)O (4-hydroxy-pyrazino[2,3-f]quinoline-3-carboxylic acid). Isolated yield 91.0%. As a reaction SMILES: [OH:1][N:2]1[C:15]2[C:6](=[C:7]3[C:12](=[CH:13][CH:14]=2)[N:11]=[CH:10][CH:9]=[CH:8]3)[N:5]=[CH:4][CH:3]1[C:16]([O:18]CC)=[O:17].Cl>[OH-].[K+]>[OH:1][N:2]1[C:15]2[C:6](=[C:7]3[C:12](=[CH:13][CH:14]=2)[N:11]=[CH:10][CH:9]=[CH:8]3)[N:5]=[CH:4][CH:3]1[C:16]([OH:18])=[O:17] |f:2.3|. Procedure details: A mixture of ethyl 4-hydroxy-pyrazino[2,3-f]quinoline-3-carboxylate(28.8 g) and 10% potassium hydroxide solution(350 ml) was heated under reflux for an hour. The resulting reaction solution was acidified with a concentrated hydrochloric acid. After filtration, the resulting solid was washed with water and acetone, and then dried over phosphorus pentoxide to give 4-hydroxy-pyrazino[2,3-f]quinoline-3-carboxylic acid(23.5 g) as pale yellow crystalline powders, m.p. >300° C. The reactants are C(C=C)OC(=O)N1[C@@H](C[C@H](C1)OS(=O)(=O)C)CN1C(C=2C(C1=O)=CC=CC2)=O ((2S,4R)-1-allyloxycarbonyl-2-phthalimidomethyl-4-methanesulfonyloxypyrrolidine), C(C)(=S)[O-].[K+] (potassium thioacetate). Run in CN(C=O)C (dimethylformamide), C(C)(=O)OCC (ethyl acetate), ice water. Reaction conditions: temperature 60 celsius, time 4 hour. The product is C(C)(=O)S[C@H]1C[C@H](N(C1)C(=O)OCC=C)CN1C(C=2C(C1=O)=CC=CC2)=O ((2S,4S)-4-acetylthio-1-allyloxycarbonyl-2-phthalimidomethylpyrrolidine). The yield is 78.9%. Reaction SMILES: [CH2:1]([O:4][C:5]([N:7]1[CH2:11][C@H:10](OS(C)(=O)=O)[CH2:9][C@H:8]1[CH2:17][N:18]1[C:22](=[O:23])[C:21]2=[CH:24][CH:25]=[CH:26][CH:27]=[C:20]2[C:19]1=[O:28])=[O:6])[CH:2]=[CH2:3].[C:29]([O-:32])(=[S:31])[CH3:30].[K+]>CN(C)C=O.C(OCC)(=O)C>[C:29]([S:31][C@@H:10]1[CH2:11][N:7]([C:5]([O:4][CH2:1][CH:2]=[CH2:3])=[O:6])[C@H:8]([CH2:17][N:18]2[C:22](=[O:23])[C:21]3=[CH:24][CH:25]=[CH:26][CH:27]=[C:20]3[C:19]2=[O:28])[CH2:9]1)(=[O:32])[CH3:30] |f:1.2|. Reported procedure: A solution of (2S,4R)-1-allyloxycarbonyl-2-phthalimidomethyl-4-methanesulfonyloxypyrrolidine (12.4 g: 30.46 mmole) and 90% potassium thioacetate (5.22 g: 45.69 mmole) in dimethylformamide (130 ml) is heated with stirring at 60° C. for 4 hours. The reaction mixture is diluted with ethyl acetate (200 ml) and ice water (200 ml). The organic layer is taken, successively washed with water (3 times) and saturated brine, dried over magnesium sulfate, and concentrated in vacuo. The residue is purified b... Reactants: BrC=1C=NC=C(C=O)C1 (5-bromonicotinaldehyde), C(#C)[Si](C)(C)C (ethynyltrimethylsilane). The reagents and catalysts are C=1C=CC(=CC1)[P](C=2C=CC=CC2)(C=3C=CC=CC3)[Pd]([P](C=4C=CC=CC4)(C=5C=CC=CC5)C=6C=CC=CC6)([P](C=7C=CC=CC7)(C=8C=CC=CC8)C=9C=CC=CC9)[P](C=1C=CC=CC1)(C=1C=CC=CC1)C=1C=CC=CC1 (tetrakis(triphenylphosphine)palladium), [Cu]I (copper(I) iodide). Reaction conditions: time 4 hour. Yields the product C[Si](C)(C)C#CC=1C=NC=C(C=O)C1 (5-[(trimethylsilyl)ethynyl]nicotinaldehyde). As a reaction SMILES: Br[C:2]1[CH:3]=[N:4][CH:5]=[C:6]([CH:9]=1)[CH:7]=[O:8].[C:10]([Si:12]([CH3:15])([CH3:14])[CH3:13])#[CH:11]>CCN(CC)CC.C1C=CC([P]([Pd]([P](C2C=CC=CC=2)(C2C=CC=CC=2)C2C=CC=CC=2)([P](C2C=CC=CC=2)(C2C=CC=CC=2)C2C=CC=CC=2)[P](C2C=CC=CC=2)(C2C=CC=CC=2)C2C=CC=CC=2)(C2C=CC=CC=2)C2C=CC=CC=2)=CC=1.[Cu]I>[CH3:13][Si:12]([C:10]#[C:11][C:2]1[CH:3]=[N:4][CH:5]=[C:6]([CH:9]=1)[CH:7]=[O:8])([CH3:15])[CH3:14] |^1:26,28,47,66|. Solvent: CCN(CC)CC (Et3N). Procedure: To a stirred solution of 5-bromonicotinaldehyde (1 g) and ethynyltrimethylsilane (792 mg) in Et3N (15 ml) was added tetrakis(triphenylphosphine)palladium (124 mg) and copper(I) iodide (51 mg). After 4 hours, the resulting mixture was filtrated and evaporated. The residue was dissolved in EtOAc and washed successively with dil. NH3aq, water and brine. The organic layer was dried over MgSO4 and evaporated. The residue was purified with silica gel column chromatography to give 5-[(trimethylsilyl)et... Reactants: COC(=O)c1ccc(NS(C)(=O)=O)c(C=O)c1, O, O=[N+]([O-])O. Product: COC(=O)c1cc(C=O)c(NS(C)(=O)=O)c([N+](=O)[O-])c1. As a reaction SMILES: [CH:1](=[O:2])[c:3]1[cH:4][c:5]([C:6](=[O:7])[O:8][CH3:9])[cH:10][cH:11][c:12]1[NH:13][S:14](=[O:15])(=[O:16])[CH3:17].[OH2:22].[OH:18][N+:19]([O-:20])=[O:21]>>[CH:1](=[O:2])[c:3]1[cH:4][c:5]([C:6](=[O:7])[O:8][CH3:9])[cH:10][c:11]([N+:19](=[O:18])[O-:20])[c:12]1[NH:13][S:14](=[O:15])(=[O:16])[CH3:17]. Starting materials: BrC1=CC2=C(C3=C(OCC2)C=CC=N3)S1 (9-bromo-6,7-dihydro-pyrido[3,2-b]thieno[2,3-d]oxepine), 78.3, B1(OC(C(O1)(C)C)(C)C)C2=CN=C(C=C2)C#N (2-cyanopyridine-5-boronic acid pinacole ester), solution, C([O-])([O-])=O.[Na+].[Na+] (sodium carbonate). The reagents and catalysts are C1=CC=C(C=C1)P(C2=CC=CC=C2)C3=CC=CC=C3.C1=CC=C(C=C1)P(C2=CC=CC=C2)C3=CC=CC=C3.Cl[Pd]Cl (bis(triphenylphosphine)palladium (II) chloride). Solvent: C(C)#N (acetonitrile). Yields the product N1=CC=CC=2OCCC3=C(C21)SC(=C3)C=3C=CC(=NC3)C#N (5-(6,7-dihydropyrido[3,2-b]thieno[2,3-d]oxepin-9-yl)pyridin-2-nitrile). RXN SMILES: Br[C:2]1[S:15][C:5]2[C:6]3[N:14]=[CH:13][CH:12]=[CH:11][C:7]=3[O:8][CH2:9][CH2:10][C:4]=2[CH:3]=1.B1([C:25]2[CH:30]=[CH:29][C:28]([C:31]#[N:32])=[N:27][CH:26]=2)OC(C)(C)C(C)(C)O1.C(=O)([O-])[O-].[Na+].[Na+]>C1C=CC(P(C2C=CC=CC=2)C2C=CC=CC=2)=CC=1.C1C=CC(P(C2C=CC=CC=2)C2C=CC=CC=2)=CC=1.Cl[Pd]Cl.C(#N)C>[N:14]1[C:6]2[C:5]3[S:15][C:2]([C:25]4[CH:30]=[CH:29][C:28]([C:31]#[N:32])=[N:27][CH:26]=4)=[CH:3][C:4]=3[CH2:10][CH2:9][O:8][C:7]=2[CH:11]=[CH:12][CH:13]=1 |f:2.3.4,5.6.7|. Procedure: A mixture of 80 mg (0.3 mmol) of 9-bromo-6,7-dihydro-pyrido[3,2-b]thieno[2,3-d]oxepine, 78.3 (0.34 mmol), 2-cyanopyridine-5-boronic acid pinacole ester, and 10 mg (0.014 mmol) of bis(triphenylphosphine)palladium (II) chloride in 0.35 ml (0.35 mmol) of aqueous 1 M solution of sodium carbonate and 4 ml of acetonitrile was degassed and microwaved on 200 Wt at 140° C. for 30 min. the reaction mixture was filtered through celite and partitioned between ethyl acetate and water. The organic layer was w... Starting materials: [NH4+].[Cl-] (NH4Cl), C(C)(C)[C@@H]1C=2N(CCN1C1=NC=C(C(=N1)C)C(=O)OC)C1=C(N2)C=C(C(=C1)S(=O)(=O)C)C(=O)OC ((R)-methyl 1-isopropyl-2-(5-(methoxycarbonyl)-4-methylpyrimidin-2-yl)-7-(methylsulfonyl)-1,2,3,4-tetrahydrobenzo[4,5]imidazo[1,2-a]pyrazine-8-carboxylate), CC(C)C[AlH]CC(C)C (DIBAL). Run in C1(=CC=CC=C1)C (toluene), C1(=CC=CC=C1)C (toluene). Reaction conditions: temperature -78 celsius, time 2 hour. The product is OCC=1C(=CC2=C(N=C3N2CCN([C@@H]3C(C)C)C3=NC=C(C(=N3)C)CO)C1)S(=O)(=O)C ((R)-(2-(8-(hydroxymethyl)-1-isopropyl-7-(methylsulfonyl)-3,4-dihydrobenzo[4,5]imidazo[1,2-a]pyrazin-2(1H)-yl)-4-methylpyrimidin-5-yl)methanol). Isolated yield 12.0%. As a reaction SMILES: [CH:1]([C@H:4]1[N:9]([C:10]2[N:15]=[C:14]([CH3:16])[C:13]([C:17](OC)=[O:18])=[CH:12][N:11]=2)[CH2:8][CH2:7][N:6]2[C:21]3[CH:27]=[C:26]([S:28]([CH3:31])(=[O:30])=[O:29])[C:25]([C:32](OC)=[O:33])=[CH:24][C:22]=3[N:23]=[C:5]12)([CH3:3])[CH3:2].CC(C[AlH]CC(C)C)C.[NH4+].[Cl-]>C1(C)C=CC=CC=1>[OH:33][CH2:32][C:25]1[C:26]([S:28]([CH3:31])(=[O:30])=[O:29])=[CH:27][C:21]2[N:6]3[CH2:7][CH2:8][N:9]([C:10]4[N:15]=[C:14]([CH3:16])[C:13]([CH2:17][OH:18])=[CH:12][N:11]=4)[C@H:4]([CH:1]([CH3:2])[CH3:3])[C:5]3=[N:23][C:22]=2[CH:24]=1 |f:2.3|. Procedure details: To a solution of (R)-methyl 1-isopropyl-2-(5-(methoxycarbonyl)-4-methylpyrimidin-2-yl)-7-(methylsulfonyl)-1,2,3,4-tetrahydrobenzo[4,5]imidazo[1,2-a]pyrazine-8-carboxylate (15 mg, 0.03 mmol) in toluene (2 mL) was added DIBAL H (1M in toluene, 0.3 mL, 0.3 mmol) at −78° C. The mixture was stirred at −78° C. for 2 h and then rt for 30 mins. Sat. NH4Cl solution (5 mL) was added slowly at 0° C. and the mixture was filtered. The aqueous layer was extracted with EtOAc (3×10 mL). The combined organic lay... Reactants: C(C)C1=CC=2[C@@H]3[C@@H](NC(C2C(=C1)C)=O)CN(C3)C(=O)OC(C)(C)C ((3aR,9bS)-tert-butyl 8-ethyl-6-methyl-5-oxo-3,3a,4,5-tetrahydro-1H-pyrrolo[3,4-c]isoquinoline-2(9bH)-carboxylate), Cl (HCl). The solvent is C(C)OCC (diethyl ether). Conditions: time 5 minute. Product: C(C)C1=CC=2[C@H]3[C@H](NC(C2C(=C1)C)=O)CN(C3)C(=O)OC(C)(C)C ((±)-trans-tert-Butyl 8-ethyl-6-methyl-5-oxo-3,3a,4,5-tetrahydro-1H-pyrrolo[3,4-c]isoquinoline-2(9bH)-carboxylate). The yield is 79.0%. RXN SMILES: [CH2:1]([C:3]1[CH:12]=[C:11]([CH3:13])[C:10]2[C:9](=[O:14])[NH:8][C@H:7]3[CH2:15][N:16]([C:18]([O:20][C:21]([CH3:24])([CH3:23])[CH3:22])=[O:19])[CH2:17][C@@H:6]3[C:5]=2[CH:4]=1)[CH3:2].Cl>C(OCC)C>[CH2:1]([C:3]1[CH:12]=[C:11]([CH3:13])[C:10]2[C:9](=[O:14])[NH:8][C@@H:7]3[CH2:15][N:16]([C:18]([O:20][C:21]([CH3:22])([CH3:24])[CH3:23])=[O:19])[CH2:17][C@H:6]3[C:5]=2[CH:4]=1)[CH3:2]. Procedure: To a solution of (3aR,9bS)-tert-butyl 8-ethyl-6-methyl-5-oxo-3,3a,4,5-tetrahydro-1H-pyrrolo[3,4-c]isoquinoline-2(9bH)-carboxylate, the first eluting compound from Part B above, (48 mg, 0.15 mmol) in 2 mL of diethyl ether was added 1 mL of 12 N HCl. The resulting mixture was stirred vigorously for 5 min at ambient temperature and then was concentrated and dried in vacuo. The resulting white solid was triturated twice with diethyl ether and dried in vacuo. The residue was dissolved in 1 mL distill...